From a dataset of the Open Reaction Database (ORD), a public repository of structured organic reaction records. describe an organic reaction: reactants, conditions, products, and yield Reactants: ClC1=C(C=CC(=C1)Cl)[N+](=O)[O-] (2,4-dichloronitrobenzene), COC1=C(C=CC=C1)N1CCN(CC1)CCCCN (4-(2-methoxyphenyl)-1-piperazinbutanamine), hydrochloride salt. Product: COC1=C(C=CC=C1)N1CCN(CC1)CCCCNC1=C(C=CC(=C1)Cl)[N+](=O)[O-] (4-(2-methoxyphenyl)-N-(2-nitro-5-chlorophenyl)-1-piperazinbutanamine). RXN SMILES: Cl[C:2]1[CH:7]=[C:6]([Cl:8])[CH:5]=[CH:4][C:3]=1[N+:9]([O-:11])=[O:10].[CH3:12][O:13][C:14]1[CH:19]=[CH:18][CH:17]=[CH:16][C:15]=1[N:20]1[CH2:25][CH2:24][N:23]([CH2:26][CH2:27][CH2:28][CH2:29][NH2:30])[CH2:22][CH2:21]1>>[CH3:12][O:13][C:14]1[CH:19]=[CH:18][CH:17]=[CH:16][C:15]=1[N:20]1[CH2:21][CH2:22][N:23]([CH2:26][CH2:27][CH2:28][CH2:29][NH:30][C:2]2[CH:7]=[C:6]([Cl:8])[CH:5]=[CH:4][C:3]=2[N+:9]([O-:11])=[O:10])[CH2:24][CH2:25]1. Procedure: The compound was prepared according to the method described in Farmaco Ed. Sci. 36, 359 (1981) from 2,4-dichloronitrobenzene and 4-(2-methoxyphenyl)-1-piperazinbutanamine. M.p. 227°-229° C. as hydrochloride salt. Starting materials: ClC1=C(C=C(CNC(C(F)(F)F)=O)C=C1)C1=NN(C(N1)=O)C1CCC(CC1)(C)C (N-(4-chloro-3-(4,5-dihydro-1-(4,4-dimethylcyclohexyl)-5-oxo-1H-1,2,4-triazol-3-yl)benzyl)-2,2,2-trifluoroacetamide), [OH-].[K+] (KOH), O (water). Run in C1CCOC1 (THF). Product: NCC=1C=CC(=C(C1)C=1NC(N(N1)C1CCC(CC1)(C)C)=O)Cl (5-(5-(Aminomethyl)-2-chlorophenyl)-2-(4,4-dimethylcyclohexyl)-2H-1,2,4-triazol-3(4H)-one). Isolated yield 85.8%. As a reaction SMILES: [Cl:1][C:2]1[CH:15]=[CH:14][C:5]([CH2:6][NH:7]C(=O)C(F)(F)F)=[CH:4][C:3]=1[C:16]1[NH:20][C:19](=[O:21])[N:18]([CH:22]2[CH2:27][CH2:26][C:25]([CH3:29])([CH3:28])[CH2:24][CH2:23]2)[N:17]=1.[OH-].[K+].O>C1COCC1>[NH2:7][CH2:6][C:5]1[CH:14]=[CH:15][C:2]([Cl:1])=[C:3]([C:16]2[NH:20][C:19](=[O:21])[N:18]([CH:22]3[CH2:23][CH2:24][C:25]([CH3:28])([CH3:29])[CH2:26][CH2:27]3)[N:17]=2)[CH:4]=1 |f:1.2|. Reported procedure: The title compound was prepared according to the procedure described in Intermediate-66 by using N-(4-chloro-3-(4,5-dihydro-1-(4,4-dimethylcyclohexyl)-5-oxo-1H-1,2,4-triazol-3-yl)benzyl)-2,2,2-trifluoroacetamide (Example-117, 0.150 g, 0.348 mmol), KOH (0.039 g, 0.696 mol), water (2 mL) and THF (5.0 mL) to afford 0.100 g of the desired product. Starting materials: CC=CCCCO, Clc1nsnc1-c1cccnc1, [H-], [Na+], C1CCOC1, O. Yields the product CC=CCCCOc1nsnc1-c1cccnc1. RXN SMILES: [CH2:1]([CH2:2][CH2:3][CH:4]=[CH:5][CH3:6])[OH:7].[Cl:10][c:11]1[c:12](-[c:16]2[cH:17][n:18][cH:19][cH:20][cH:21]2)[n:13][s:14][n:15]1.[H-:8].[Na+:9].[O:23]1[CH2:24][CH2:25][CH2:26][CH2:27]1.[OH2:22]>>[CH2:1]([CH2:2][CH2:3][CH:4]=[CH:5][CH3:6])[O:7][c:11]1[c:12](-[c:16]2[cH:17][n:18][cH:19][cH:20][cH:21]2)[n:13][s:14][n:15]1. Starting materials: C(C1=CC=CC=C1)N(C(=O)Cl)CCl (N-benzyl-N-chloromethylcarbamoyl chloride), CNC(=S)NC (1,3-dimethylthiourea), C([O-])([O-])=O.[K+].[K+] (potassium carbonate). The solvent is C(C)O (ethyl alcohol). Run at time 2 hour. The product is CN=C1SCN(C(N1C)=O)CC1=CC=CC=C1 (2-Methylimino-3-methyl-5-benzyl-tetrahydro-1,3,5-thiadiazin-4-one). Isolated yield 80.2%. RXN SMILES: [CH2:1]([N:8]([CH2:12]Cl)[C:9](Cl)=[O:10])[C:2]1[CH:7]=[CH:6][CH:5]=[CH:4][CH:3]=1.[CH3:14][NH:15][C:16]([NH:18][CH3:19])=[S:17].C(=O)([O-])[O-].[K+].[K+]>C(O)C>[CH3:14][N:15]=[C:16]1[N:18]([CH3:19])[C:9](=[O:10])[N:8]([CH2:1][C:2]2[CH:7]=[CH:6][CH:5]=[CH:4][CH:3]=2)[CH2:12][S:17]1 |f:2.3.4|. Reported procedure: A mixture of 4.4 g (0.02 mole) of N-benzyl-N-chloromethylcarbamoyl chloride and 2.0 g (0.02 mole) of 1,3-dimethylthiourea was dissolved in 50 ml of ethyl alcohol and heated under reflux with stirring for 2 hours. After addition of 20 ml of a saturated aqueous potassium carbonate solution, the mixture was extracted with 100 ml of benzene. The benzene layer was washed with water, dried, and freed from the benzene by distillation under reduced pressure to obtain 4.0 g of crude crystals which were r... Reactants: Cc1ccc2ccc(Cl)c(CC(=O)OC(C)(C)C)c2n1, CCO, Cl. Product: CCOC(=O)Cc1c(Cl)ccc2ccc(C)nc12. As a reaction SMILES: [C:1]([CH3:2])([CH3:3])([CH3:4])[O:5][C:6]([CH2:7][c:8]1[c:9]([Cl:19])[cH:10][cH:11][c:12]2[cH:13][cH:14][c:15]([CH3:18])[n:16][c:17]12)=[O:20].[CH3:21][CH2:22][OH:23].[ClH:24]>>[CH2:1]([CH3:2])[O:5][C:6]([CH2:7][c:8]1[c:9]([Cl:19])[cH:10][cH:11][c:12]2[cH:13][cH:14][c:15]([CH3:18])[n:16][c:17]12)=[O:20]. The reactants are Nc1cccnc1, [Na+], O, O, O=S(=O)([O-])CO. The product is O=S(=O)([O-])CNc1cccnc1, [Na+]. Reaction SMILES: [NH2:1][c:2]1[cH:3][n:4][cH:5][cH:6][cH:7]1.[Na+:15].[OH2:16].[OH2:8].[OH:9][CH2:10][S:11](=[O:12])(=[O:13])[O-:14]>>[NH:1]([c:2]1[cH:3][n:4][cH:5][cH:6][cH:7]1)[CH2:10][S:11](=[O:12])(=[O:13])[O-:14].[Na+:15]. Reactants: NN1CCOCC1 (4-aminomorpholine), C=1C=CC2=C(C1)N=NN2O (HOBt), Cl.NCC(=O)N1CCC(CC1)OC1=CC(=CC=C1)C(F)(F)F (2-amino-1-[4-(3-trifluoromethyl-phenoxy)-piperidin-1-yl]-ethanone hydrochloride), CCN(C(C)C)C(C)C (DIPEA), N1(CCOCC1)N1N=NC(=C1)C(=O)O (1-morpholin-4-yl-1H-[1,2,3]triazole-4-carboxylic acid), Intermediate 64, CCN=C=NCCCN(C)C (EDCI). The solvent is CN(C)C=O (DMF), O (water). Conditions: time 2 minute. The product is O=C(CNC(=O)C=1N=NN(C1)N1CCOCC1)N1CCC(CC1)OC1=CC(=CC=C1)C(F)(F)F (1-morpholin-4-yl-1H-[1,2,3]triazole-4-carboxylic acid {2-oxo-2-[4-(3-trifluoromethyl-phenoxy)-piperidin-1-yl]-ethyl}-amide). Isolated yield 84.7%. RXN SMILES: CCN(C(C)C)C(C)C.[N:10]1([N:16]2[CH:20]=[C:19]([C:21]([OH:23])=O)[N:18]=[N:17]2)[CH2:15][CH2:14][O:13][CH2:12][CH2:11]1.NN1CCOCC1.C1C=CC2N(O)N=NC=2C=1.CCN=C=NCCCN(C)C.Cl.[NH2:53][CH2:54][C:55]([N:57]1[CH2:62][CH2:61][CH:60]([O:63][C:64]2[CH:69]=[CH:68][CH:67]=[C:66]([C:70]([F:73])([F:72])[F:71])[CH:65]=2)[CH2:59][CH2:58]1)=[O:56]>CN(C=O)C.O>[O:56]=[C:55]([N:57]1[CH2:58][CH2:59][CH:60]([O:63][C:64]2[CH:69]=[CH:68][CH:67]=[C:66]([C:70]([F:73])([F:71])[F:72])[CH:65]=2)[CH2:61][CH2:62]1)[CH2:54][NH:53][C:21]([C:19]1[N:18]=[N:17][N:16]([N:10]2[CH2:11][CH2:12][O:13][CH2:14][CH2:15]2)[CH:20]=1)=[O:23] |f:5.6|. Procedure details: DIPEA (200 mg, 1.54 mmol) was added to a stirred solution of 1-morpholin-4-yl-1H-[1,2,3]triazole-4-carboxylic acid (prepared by the method used for the synthesis of Intermediate 64, starting from 4-aminomorpholine) (70 mg, 0.35 mmol) in DMF (5 mL) followed by HOBt (52 mg, 0.38 mmol) and EDCI (170 mg, 0.88 mmol). After 2 minutes of stirring, 2-amino-1-[4-(3-trifluoromethyl-phenoxy)-piperidin-1-yl]-ethanone hydrochloride (prepared according to Step 1 and 5 of the General Scheme) (120 mg, 0.35 mmol... Starting materials: [Br-], C1CCOC1, CC(C)(C)OC(=O)NC1CCN(C2CC3CCC(C2)C3=O)C1, [Mg+]c1ccccc1. The product is CC(C)(C)OC(=O)NC1CCN(C2CC3CCC(C2)C3(O)c2ccccc2)C1. As a reaction SMILES: [Br-:23].[CH2:31]1[O:32][CH2:33][CH2:34][CH2:35]1.[O:1]=[C:2]1[CH:3]2[CH2:4][CH:5]([N:10]3[CH2:11][CH:12]([NH:15][C:16]([O:17][C:18]([CH3:19])([CH3:20])[CH3:21])=[O:22])[CH2:13][CH2:14]3)[CH2:6][CH:7]1[CH2:8][CH2:9]2.[c:24]1([Mg+:30])[cH:25][cH:26][cH:27][cH:28][cH:29]1>>[OH:1][C:2]1([c:24]2[cH:25][cH:26][cH:27][cH:28][cH:29]2)[CH:3]2[CH2:4][CH:5]([N:10]3[CH2:11][CH:12]([NH:15][C:16]([O:17][C:18]([CH3:19])([CH3:20])[CH3:21])=[O:22])[CH2:13][CH2:14]3)[CH2:6][CH:7]1[CH2:8][CH2:9]2. Reactants: C1=C2CCC(=C1)C2, CC(C)CC=C(C#N)C(=O)O, [K+], [OH-], O. Product: C1=C2CCC(=C1)C2, C=C(C#N)C(=O)O. As a reaction SMILES: [C:12]12=[CH:13][CH:14]=[C:15]([CH2:16][CH2:17]1)[CH2:18]2.[CH2:1]([CH:2]([CH3:3])[CH3:4])[CH:5]=[C:6]([C:7](=[O:8])[OH:9])[C:10]#[N:11].[K+:20].[OH-:19].[OH2:21]>>[C:12]12=[CH:13][CH:14]=[C:15]([CH2:16][CH2:17]1)[CH2:18]2.[CH2:5]=[C:6]([C:7](=[O:8])[OH:9])[C:10]#[N:11]. The reactants are CO, COC(=O)CC1COc2cc(OCc3cccc(-c4c(C)cc(OCCCS(C)(=O)=O)c(Cl)c4C)c3)ccc21, Cl, [Na+], C1CCOC1, [OH-], O. Yields the product Cc1cc(OCCCS(C)(=O)=O)c(Cl)c(C)c1-c1cccc(COc2ccc3c(c2)OCC3CC(=O)O)c1. Reaction SMILES: [CH3:40][OH:41].[Cl:1][c:2]1[c:3]([CH3:39])[c:4](-[c:17]2[cH:18][c:19]([CH2:23][O:24][c:25]3[cH:26][c:27]4[c:28]([cH:37][cH:38]3)[CH:29]([CH2:32][C:33](=[O:34])[O:35][CH3:36])[CH2:30][O:31]4)[cH:20][cH:21][cH:22]2)[c:5]([CH3:16])[cH:6][c:7]1[O:8][CH2:9][CH2:10][CH2:11][S:12](=[O:13])(=[O:14])[CH3:15].[ClH:44].[Na+:43].[O:46]1[CH2:47][CH2:48][CH2:49][CH2:50]1.[OH-:42].[OH2:45]>>[Cl:1][c:2]1[c:3]([CH3:39])[c:4](-[c:17]2[cH:18][c:19]([CH2:23][O:24][c:25]3[cH:26][c:27]4[c:28]([cH:37][cH:38]3)[CH:29]([CH2:32][C:33](=[O:34])[OH:35])[CH2:30][O:31]4)[cH:20][cH:21][cH:22]2)[c:5]([CH3:16])[cH:6][c:7]1[O:8][CH2:9][CH2:10][CH2:11][S:12](=[O:13])(=[O:14])[CH3:15].